Dataset: the Open Reaction Database (ORD), a public repository of structured organic reaction records. Task: describe an organic reaction: reactants, conditions, products, and yield Reactants: O1[C@H](COC2=C1C=CC=C2)C(=O)N2C[C@H](CCC2)C2=CC=C(C=C2)C(F)(F)F ((R)-2,3-Dihydrobenzo[1,4]dioxin-2-yl-[(R*)-3-(4-trifluoromethylphenyl)piperidin-1-yl]methanone). Solvent: C1CCOC1 (THF). Yields the product O1[C@H](COC2=C1C=CC=C2)CN2C[C@H](CCC2)C2=CC=C(C=C2)C(F)(F)F ((R*)-1-[(S)-1-(2,3-Dihydrobenzo[1,4]dioxin-2-yl)methyl]-3-(4-trifluoromethylphenyl)piperidine). The yield is 43.8%. RXN SMILES: [O:1]1[C:6]2[CH:7]=[CH:8][CH:9]=[CH:10][C:5]=2[O:4][CH2:3][C@@H:2]1[C:11]([N:13]1[CH2:18][CH2:17][CH2:16][C@H:15]([C:19]2[CH:24]=[CH:23][C:22]([C:25]([F:28])([F:27])[F:26])=[CH:21][CH:20]=2)[CH2:14]1)=O>C1COCC1>[O:1]1[C:6]2[CH:7]=[CH:8][CH:9]=[CH:10][C:5]=2[O:4][CH2:3][C@@H:2]1[CH2:11][N:13]1[CH2:18][CH2:17][CH2:16][C@H:15]([C:19]2[CH:20]=[CH:21][C:22]([C:25]([F:27])([F:26])[F:28])=[CH:23][CH:24]=2)[CH2:14]1. Procedure: (R)-2,3-Dihydrobenzo[1,4]dioxin-2-yl-[(R*)-3-(4-trifluoromethylphenyl)piperidin-1-yl]methanone (18 mg, 0.046 mmol) was treated with BH3 THF according to the above general procedure. Flash chromatography gave 7.6 mg of the title compound. Starting materials: N[C@@H]1CC[C@H](CC1)NC(=O)C1=CNC2=C1N=CN=C2C2=C(C=CC=1OCOC12)OCCOC (trans-4-[5-(2-methoxy-ethoxy)-benzo[1,3]dioxol-4-yl]-5H-pyrrolo[3,2-d]pyrimidine-7-carboxylic acid (4-amino-cyclohexyl)-amide), C1(CC1)C(=O)Cl (cyclopropanecarbonyl chloride). The product is C1(CC1)C(=O)N[C@@H]1CC[C@H](CC1)NC(=O)C1=CNC2=C1N=CN=C2C2=C(C=CC=1OCOC12)OCCOC (trans-4-[5-(2-Methoxy-ethoxy)-benzo[1,3]dioxol-4-yl]-5H-pyrrolo[3,2-d]pyrimidine-7-carboxylic acid (4-(cyclopropanecarbonyl-amino)-cyclohexyl]-amide). As a reaction SMILES: [NH2:1][C@H:2]1[CH2:7][CH2:6][C@H:5]([NH:8][C:9]([C:11]2[C:15]3[N:16]=[CH:17][N:18]=[C:19]([C:20]4[C:28]5[O:27][CH2:26][O:25][C:24]=5[CH:23]=[CH:22][C:21]=4[O:29][CH2:30][CH2:31][O:32][CH3:33])[C:14]=3[NH:13][CH:12]=2)=[O:10])[CH2:4][CH2:3]1.[CH:34]1([C:37](Cl)=[O:38])[CH2:36][CH2:35]1>>[CH:34]1([C:37]([NH:1][C@H:2]2[CH2:3][CH2:4][C@H:5]([NH:8][C:9]([C:11]3[C:15]4[N:16]=[CH:17][N:18]=[C:19]([C:20]5[C:28]6[O:27][CH2:26][O:25][C:24]=6[CH:23]=[CH:22][C:21]=5[O:29][CH2:30][CH2:31][O:32][CH3:33])[C:14]=4[NH:13][CH:12]=3)=[O:10])[CH2:6][CH2:7]2)=[O:38])[CH2:36][CH2:35]1. Reported procedure: Starting from trans-4-[5-(2-methoxy-ethoxy)-benzo[1,3]dioxol-4-yl]-5H-pyrrolo[3,2-d]pyrimidine-7-carboxylic acid (4-amino-cyclohexyl)-amide (example A185) and cyclopropanecarbonyl chloride the title compound was obtained as colorless solid.